From a dataset of the Open Reaction Database (ORD), a public repository of structured organic reaction records. describe an organic reaction: reactants, conditions, products, and yield Starting materials: CC(C)(C)OC(=O)NCc1ccc(C(=O)O)c([N+](=O)[O-])c1, C, CO, [Pd]. Product: CC(C)(C)OC(=O)NCc1ccc(C(=O)O)c(N)c1. Reaction SMILES: [C:1]([CH3:2])([CH3:3])([CH3:4])[O:5][C:6](=[O:7])[NH:8][CH2:9][c:10]1[cH:11][c:12]([N+:19]([O-:20])=[O:21])[c:13]([C:14](=[O:15])[OH:16])[cH:17][cH:18]1.[C:24].[CH3:22][OH:23].[Pd:25]>>[C:1]([CH3:2])([CH3:3])([CH3:4])[O:5][C:6](=[O:7])[NH:8][CH2:9][c:10]1[cH:11][c:12]([NH2:19])[c:13]([C:14](=[O:15])[OH:16])[cH:17][cH:18]1. Procedure details: In accordance with the procedure described in Example 2, 2.85 g. of 5-chloro-2-methyl-3-phenylisoindole-1-carboxylic acid amide are reacted with 0.02 mol. of diethylaminoethyl chloride. The methylene chloride extract containing the free base is concentrated to dryness and the pasty residue chromatographed on 300 g. of aluminum oxide (neutral, Brockmann, activity I) using methylene chloride/ethyl acetate (4:1) for the elution. The homogeneous fractions are combined and evaporated. The residual so... The reactants are ClC1=CC2=C(N(C(=C2C=C1)C(=O)N)C)C1=CC=CC=C1 (5-chloro-2-methyl-3-phenylisoindole-1-carboxylic acid amide), C(C)N(CC)CCCl (diethylaminoethyl chloride). Yields the product Cl.C(C)N(CCNC(=O)C=1N(C(=C2C=C(C=CC12)Cl)C1=CC=CC=C1)C)CC (5-chloro-2-methyl-3-phenylisoindole-1-carboxylic acid[ 2-(diethylamino)ethyl]amide hydrochloride). Reaction SMILES: [Cl:1][C:2]1[CH:10]=[CH:9][C:8]2[C:4](=[C:5]([C:15]3[CH:20]=[CH:19][CH:18]=[CH:17][CH:16]=3)[N:6]([CH3:14])[C:7]=2[C:11]([NH2:13])=[O:12])[CH:3]=1.[CH2:21]([N:23]([CH2:26][CH2:27]Cl)[CH2:24][CH3:25])[CH3:22]>>[ClH:1].[CH2:21]([N:23]([CH2:26][CH3:27])[CH2:24][CH2:25][NH:13][C:11]([C:7]1[N:6]([CH3:14])[C:5]([C:15]2[CH:20]=[CH:19][CH:18]=[CH:17][CH:16]=2)=[C:4]2[C:8]=1[CH:9]=[CH:10][C:2]([Cl:1])=[CH:3]2)=[O:12])[CH3:22] |f:2.3|. Reactants: ClCC(=O)C1N(C2C(N(C2O1)C(C(=O)OCC1=CC=CC=C1)=C(C)C)=O)C(=O)OCC1=CC=CC=C1 (benzyl α-(3ξ-chloroacetyl-2-carbobenzoxy-7-oxo-4-oxa-2,6-diazabicyclo[3.2.0]heptan-6-yl)-α-isopropylideneacetate). Reagents/catalysts: [Zn] (zinc). Solvent: C(Cl)Cl (methylene chloride), C(C)(=O)O (acetic acid). Run at time 1 hour. Yields the product C(C)(=O)C1N(C2C(N(C2O1)C(C(=O)OCC1=CC=CC=C1)=C(C)C)=O)C(=O)OCC1=CC=CC=C1 (benzyl α-(3ξ-acetyl-2-carbobenzoxy-7-oxo-4-oxa-2,6-diazabicyclo[3.2.0]heptan-6-yl)-α-isopropylideneacetate). The yield is 92.8%. RXN SMILES: Cl[CH2:2][C:3]([CH:5]1[O:11][CH:10]2[CH:7]([C:8](=[O:26])[N:9]2[C:12](=[C:23]([CH3:25])[CH3:24])[C:13]([O:15][CH2:16][C:17]2[CH:22]=[CH:21][CH:20]=[CH:19][CH:18]=2)=[O:14])[N:6]1[C:27]([O:29][CH2:30][C:31]1[CH:36]=[CH:35][CH:34]=[CH:33][CH:32]=1)=[O:28])=[O:4]>C(Cl)Cl.C(O)(=O)C.[Zn]>[C:3]([CH:5]1[O:11][CH:10]2[CH:7]([C:8](=[O:26])[N:9]2[C:12](=[C:23]([CH3:25])[CH3:24])[C:13]([O:15][CH2:16][C:17]2[CH:22]=[CH:21][CH:20]=[CH:19][CH:18]=2)=[O:14])[N:6]1[C:27]([O:29][CH2:30][C:31]1[CH:32]=[CH:33][CH:34]=[CH:35][CH:36]=1)=[O:28])(=[O:4])[CH3:2]. Procedure: To a solution of 433 mg of benzyl α-(3ξ-chloroacetyl-2-carbobenzoxy-7-oxo-4-oxa-2,6-diazabicyclo[3.2.0]heptan-6-yl)-α-isopropylideneacetate dissolved in a mixture of 4 ml of methylene chloride and 4 ml of acetic acid is added 450 mg of zinc powder, and the mixture stirred at room temperature for 1 hour. The reaction mixture is filtrated and the filtrate diluted with water and extracted with methylene chloride. The extract is washed with water, dried and evaporated to yield 375 mg of benzyl α-(3ξ... The reactants are ClC1=C(C=C(C=C1)C)[N+](=O)[O-] (4-chloro-3-nitrotoluene), II, halogen, NC1=CC=CC=C1 (aniline), III, C(C)(=O)[O-].[Na+] (sodium acetate). Product: CC1=CC=C(C=C1)NC2=CC=CC=C2 (4-methyldiphenylamine), VI. Reaction SMILES: Cl[C:2]1[CH:7]=[CH:6][C:5](C)=[CH:4][C:3]=1[N+:9]([O-])=O.N[C:13]1[CH:18]=[CH:17][CH:16]=[CH:15][CH:14]=1.[C:19]([O-])(=O)C.[Na+]>>[CH3:19][C:13]1[CH:18]=[CH:17][C:16]([NH:9][C:3]2[CH:2]=[CH:7][CH:6]=[CH:5][CH:4]=2)=[CH:15][CH:14]=1 |f:2.3|. Procedure details: A mixture of 4-chloro-3-nitrotoluene (II: R′=4-Me, halogen=Cl) (1.00 mL, 7.56 mmol), aniline (III: R1′=H) (6.89 mL, 0.075 mmol) and sodium acetate (1.24 g, 0.015 mol) was refluxed under nitrogen for 18 hours. The cooled product was partitioned between EtOAc and water, and the organic portion was washed with 2N HCl, then brine, and worked up to give an oil which was chromatographed on silica gel. Elution with petroleum ether gave the 4-methyldiphenylamine (VI:R′=4-Me, R1′=H) as an orange oil (1.0... Reactants: Cl.ClC1=C(N)C=C(C=C1)OC (2-chloro-5-methoxyaniline hydrochloride), BrBr (bromine), ice water, resultant mixture, [OH-].[Na+] (sodium hydroxide). The solvent is C(C)(=O)O (acetic acid), O (water). Reaction conditions: time 18 hour. Product: BrC1=CC(=C(N)C=C1OC)Cl (4-bromo-2-chloro-5-methoxyaniline). Isolated yield 123.5%. RXN SMILES: Cl.[Cl:2][C:3]1[CH:9]=[CH:8][C:7]([O:10][CH3:11])=[CH:6][C:4]=1[NH2:5].[Br:12]Br.[OH-].[Na+]>C(O)(=O)C.O>[Br:12][C:8]1[C:7]([O:10][CH3:11])=[CH:6][C:4]([NH2:5])=[C:3]([Cl:2])[CH:9]=1 |f:0.1,3.4|. Procedure details: A stirred solution of 9.7 g (0.050 mole) of 2-chloro-5-methoxyaniline hydrochloride in 120 mL of acetic acid was cooled to 15° C. To this cold mixture was added 4.0 g (0.025 mole) of bromine. After complete addition, the mixture was allowed to warm to room temperature and was stirred for approximately 18 hours. The mixture was poured into ice water. To the resultant mixture was added a solution of 2.0 g (0.05 mole) of sodium hydroxide in 10 mL of water. This mixture was extracted with 200 mL of ...